This data is from the Open Reaction Database (ORD), a public repository of structured organic reaction records. The task is: describe an organic reaction: reactants, conditions, products, and yield The reactants are mercuric oxide, ClC1=C(COC=2C(=NC=CC2)NC(=S)NC2=CC=C(C=C2)C)C(=CC=C1)F (N-[3-(2-chloro-6-fluorobenzyloxy)pyrid-2-yl]-N'-4-methylphenylthiourea), N (ammonia). Reaction conditions: time 3 day. The product is ClC1=C(COC=2C(=NC=CC2)NC(=N)NC2=CC=C(C=C2)C)C(=CC=C1)F (N-[3-(2-Chloro-6-fluorobenzyloxy)pyrid-2-yl]-N'-(4-methylphenyl)guanidine). Reaction SMILES: [Cl:1][C:2]1[CH:26]=[CH:25][CH:24]=[C:23]([F:27])[C:3]=1[CH2:4][O:5][C:6]1[C:7]([NH:12][C:13]([NH:15][C:16]2[CH:21]=[CH:20][C:19]([CH3:22])=[CH:18][CH:17]=2)=S)=[N:8][CH:9]=[CH:10][CH:11]=1.[NH3:28]>>[Cl:1][C:2]1[CH:26]=[CH:25][CH:24]=[C:23]([F:27])[C:3]=1[CH2:4][O:5][C:6]1[C:7]([NH:12][C:13]([NH:15][C:16]2[CH:21]=[CH:20][C:19]([CH3:22])=[CH:18][CH:17]=2)=[NH:28])=[N:8][CH:9]=[CH:10][CH:11]=1. Procedure: A mixture of yellow mercuric oxide (0.65g, 0.0025 mol), N-[3-(2-chloro-6-fluorobenzyloxy)pyrid-2-yl]-N'-4-methylphenylthiourea (1 .0g, 0.0025 mol) and methanolic ammonia solution (30 ml) was stirred for 3 days at room temperature. The solvent was removed in vacuo and the black residue was boiled with chloroform and filtered hot. Evaporation of the solvent followed by recrystallisation from ethanol gave the desired product. Yield 0.55 g, (57%), m.p. 136°-138 ° C.